This data is from the Open Reaction Database (ORD), a public repository of structured organic reaction records. The task is: describe an organic reaction: reactants, conditions, products, and yield Reactants: CCCCCn1c2nc[nH]c2c(=O)n2c(=S)[nH]nc12, COS(=O)(=O)OC, [Na+], [OH-], O. Yields the product CCCCCn1c2nc[nH]c2c(=O)n2c(SC)nnc12. Reaction SMILES: [CH2:1]([CH2:2][CH2:3][CH2:4][CH3:5])[n:6]1[c:7]2[n:8]([c:9](=[O:15])[c:10]3[nH:11][cH:12][n:13][c:14]13)[c:16](=[S:19])[nH:17][n:18]2.[CH3:20][O:21][S:22]([O:23][CH3:24])(=[O:25])=[O:26].[Na+:28].[OH-:27].[OH2:29]>>[CH2:1]([CH2:2][CH2:3][CH2:4][CH3:5])[n:6]1[c:7]2[n:8]([c:9](=[O:15])[c:10]3[nH:11][cH:12][n:13][c:14]13)[c:16]([S:19][CH3:20])[n:17][n:18]2. Reactants: CO, CCCCCC, COc1cccc(C23CCN(C)C(=O)C2CC(C(=O)OC(C)(C)C)C(=O)C3)c1, O=C(O)C(F)(F)F, c1ccccc1, c1ccccc1. Product: COc1cccc(C23CCN(C)C(=O)C2CCC(=O)C3)c1. Reaction SMILES: [CH3:48][OH:49].[CH3:8][CH2:9][CH2:10][CH2:11][CH2:12][CH3:13].[O:20]=[C:21]1[N:22]([CH3:47])[CH2:23][CH2:24][C:25]2([c:39]3[cH:40][c:41]([O:45][CH3:46])[cH:42][cH:43][cH:44]3)[CH2:26][C:27](=[O:38])[CH:28]([C:31]([O:32][C:33]([CH3:34])([CH3:35])[CH3:36])=[O:37])[CH2:29][CH:30]12.[OH:1][C:2]([C:3]([F:4])([F:5])[F:6])=[O:7].[cH:14]1[cH:15][cH:16][cH:17][cH:18][cH:19]1.[cH:50]1[cH:51][cH:52][cH:53][cH:54][cH:55]1>>[O:20]=[C:21]1[N:22]([CH3:47])[CH2:23][CH2:24][C:25]2([c:39]3[cH:40][c:41]([O:45][CH3:46])[cH:42][cH:43][cH:44]3)[CH2:26][C:27](=[O:38])[CH2:28][CH2:29][CH:30]12. The reactants are C(C(C)C)NS(=O)(=O)C1=CC=C(C=C1)C=C1CCN(CC1)S(=O)(=O)C (N-isobutyl-4-(1-methanesulfonyl-piperidin-4-ylidenemethyl)-benzenesulfonamide), FC(C1=C(CBr)C=CC=C1)(F)F (2-(trifluoromethyl)benzyl bromide), C(=O)([O-])[O-].[K+].[K+] (K2CO3). Product: C(C(C)C)N(S(=O)(=O)C1=CC=C(C=C1)C=C1CCN(CC1)S(=O)(=O)C)CC1=C(C=CC=C1)C(F)(F)F (N-Isobutyl-4-(1-methanesulfonyl-piperidin-4-ylidenemethyl)-N-(2-trifluoromethyl-benzyl)-benzenesulfonamide). Solvent: CN(C)C=O (DMF), CCOC(=O)C (EtOAc). Reported procedure: A mixture of N-isobutyl-4-(1-methanesulfonyl-piperidin-4-ylidenemethyl)-benzenesulfonamide (375 mg, 0.97 mmol), 2-(trifluoromethyl)benzyl bromide (289 mg, 1.22 mmol) and K2CO3 (201 mg, 1.46 mmol) in DMF (5 mL) was heated at 110° C. for 6 hours. The cooled mixture was diluted with EtOAc, washed with water and brine, dried over Na2SO4 and concentrated under vacuum. Purification by silica gel column chromatography (0-100% EtOAc in cyclohexane) and concentrating the residue from Et2O gave the title ... RXN SMILES: [CH2:1]([NH:5][S:6]([C:9]1[CH:14]=[CH:13][C:12]([CH:15]=[C:16]2[CH2:21][CH2:20][N:19]([S:22]([CH3:25])(=[O:24])=[O:23])[CH2:18][CH2:17]2)=[CH:11][CH:10]=1)(=[O:8])=[O:7])[CH:2]([CH3:4])[CH3:3].[F:26][C:27]([F:37])([F:36])[C:28]1[CH:35]=[CH:34][CH:33]=[CH:32][C:29]=1[CH2:30]Br.C([O-])([O-])=O.[K+].[K+]>CN(C=O)C.CCOC(C)=O>[CH2:1]([N:5]([CH2:30][C:29]1[CH:32]=[CH:33][CH:34]=[CH:35][C:28]=1[C:27]([F:26])([F:36])[F:37])[S:6]([C:9]1[CH:10]=[CH:11][C:12]([CH:15]=[C:16]2[CH2:21][CH2:20][N:19]([S:22]([CH3:25])(=[O:23])=[O:24])[CH2:18][CH2:17]2)=[CH:13][CH:14]=1)(=[O:8])=[O:7])[CH:2]([CH3:3])[CH3:4] |f:2.3.4|. Yield: 54.9%. Reaction conditions: temperature 110 celsius.